Dataset: the Open Reaction Database (ORD), a public repository of structured organic reaction records. Task: describe an organic reaction: reactants, conditions, products, and yield Starting materials: BrC1=CC=C(C=C1)I (1-bromo-4-iodobenzene), C1=CC=C(C=C1)N(C2=CC=CC=C2)C3=CC=C(C=C3)N (4-Amino triphenylamine), CC(C)([O-])C.[Na+] (sodium tert-butoxide). The reagents and catalysts are C=1C=CC(=CC1)/C=C/C(=O)/C=C/C2=CC=CC=C2.C=1C=CC(=CC1)/C=C/C(=O)/C=C/C2=CC=CC=C2.[Pd] (bis(dibenzylideneacetone)palladium), C1(=CC=CC=C1)P([C-]1C=CC=C1)C1=CC=CC=C1.[C-]1(C=CC=C1)P(C1=CC=CC=C1)C1=CC=CC=C1.[Fe+2] (1,1′-bis(diphenylphosphino)ferrocene). The solvent is C1(=CC=CC=C1)C (toluene). Product: BrC1=CC=C(C=C1)N(C1=CC=C(C=C1)N(C1=CC=CC=C1)C1=CC=CC=C1)C1=CC=C(C=C1)Br (N,N-bis(4-bromophenyl)-N′,N′-dipheny-1,4-phenylenediamine). Isolated yield 61.0%. As a reaction SMILES: [Br:1][C:2]1[CH:7]=[CH:6][C:5](I)=[CH:4][CH:3]=1.[CH:9]1[CH:14]=[CH:13][C:12]([N:15]([C:22]2[CH:27]=[CH:26][C:25]([NH2:28])=[CH:24][CH:23]=2)[C:16]2[CH:21]=[CH:20][CH:19]=[CH:18][CH:17]=2)=[CH:11][CH:10]=1.C[C:30]([CH3:33])([O-])[CH3:31].[Na+]>C1C=CC(/C=C/C(/C=C/C2C=CC=CC=2)=O)=CC=1.C1C=CC(/C=C/C(/C=C/C2C=CC=CC=2)=O)=CC=1.[Pd].C1(P(C2C=CC=CC=2)[C-]2C=CC=C2)C=CC=CC=1.[C-]1(P(C2C=CC=CC=2)C2C=CC=CC=2)C=CC=C1.[Fe+2].C1(C)C=CC=CC=1>[Br:1][C:2]1[CH:7]=[CH:6][C:5]([N:28]([C:31]2[CH:30]=[CH:33][C:2]([Br:1])=[CH:3][CH:4]=2)[C:25]2[CH:26]=[CH:27][C:22]([N:15]([C:16]3[CH:21]=[CH:20][CH:19]=[CH:18][CH:17]=3)[C:12]3[CH:11]=[CH:10][CH:9]=[CH:14][CH:13]=3)=[CH:23][CH:24]=2)=[CH:4][CH:3]=1 |f:2.3,4.5.6,7.8.9|. Procedure: First, 27.2 mmol of 1-bromo-4-iodobenzene, 13.6 mmol of 4-Amino triphenylamine, 0.27 mmol of bis(dibenzylideneacetone)palladium ([Pd(dba)2]), 0.54 mmol of 1,1′-bis(diphenylphosphino)ferrocene (DPPF), 40.8 mmol of sodium tert-butoxide and 18 ml toluene were added into a 250 ml bottle. After heating to reflux under a nitrogen atmosphere for 6 hrs, the solvent was removed under reduced pressure, and the residue was extracted with dichloromethane/water. The collected organic layer was dried by MgSO4... Reactants: Cc1c(Br)cc(F)cc1[N+](=O)[O-], COC(OC)N(C)C, CN(C)C=O. Yields the product CN(C)C=Cc1c(Br)cc(F)cc1[N+](=O)[O-]. As a reaction SMILES: [Br:1][c:2]1[c:3]([CH3:12])[c:4]([N+:9](=[O:10])[O-:11])[cH:5][c:6]([F:8])[cH:7]1.[CH3:13][O:14][CH:15]([N:16]([CH3:17])[CH3:18])[O:19][CH3:20].[CH3:21][N:22]([CH3:23])[CH:24]=[O:25]>>[Br:1][c:2]1[c:3]([CH:12]=[CH:15][N:16]([CH3:17])[CH3:18])[c:4]([N+:9](=[O:10])[O-:11])[cH:5][c:6]([F:8])[cH:7]1. Reactants: C(C1=CC=CC=C1)OC(C(CCC(=O)OCC=C)NC(CCCCCCCCC)=O)=O (2-Decanoylamino-pentanedioic acid 5-allyl ester 1-benzyl ester), tetrakistri-phenylphosphine Pd(O), C(CCC)[SnH](CCCC)CCCC (tributyltin hydride). Run in C(Cl)Cl (CH2Cl2). Conditions: time 15 minute. Yields the product C(C1=CC=CC=C1)OC(C(CCC(=O)O)NC(CCCCCCCCC)=O)=O (2-Decanoylamino-pentanedioic acid 1-benzyl ester). Isolated yield 80.0%. As a reaction SMILES: [CH2:1]([O:8][C:9](=[O:31])[CH:10]([NH:19][C:20](=[O:30])[CH2:21][CH2:22][CH2:23][CH2:24][CH2:25][CH2:26][CH2:27][CH2:28][CH3:29])[CH2:11][CH2:12][C:13]([O:15]CC=C)=[O:14])[C:2]1[CH:7]=[CH:6][CH:5]=[CH:4][CH:3]=1.C([SnH](CCCC)CCCC)CCC>C(Cl)Cl>[CH2:1]([O:8][C:9](=[O:31])[CH:10]([NH:19][C:20](=[O:30])[CH2:21][CH2:22][CH2:23][CH2:24][CH2:25][CH2:26][CH2:27][CH2:28][CH3:29])[CH2:11][CH2:12][C:13]([OH:15])=[O:14])[C:2]1[CH:3]=[CH:4][CH:5]=[CH:6][CH:7]=1. Procedure: Pd(O)-catalyzed deprotection of the allyl ester proceeded as follows to yield 2-Decanoylamino-pentanedioic acid 1-benzyl ester (8). To a solution of 752 mg (1.74 mmol) of 2-decanoylamino-pentanedioic acid 7 in 10 mL of CH2Cl2 was added 100 mg (0.087 mmol) of tetrakistri-phenylphosphine Pd(O) followed by 0.52 mL (1.9 mmol) of tributyltin hydride. After 15 min, the reaction mixture was quenched with 10 mL of a 10% HCl solution. The aqueous layer was reextracted with 15 mL of CH2Cl2 and the organic... Starting materials: ClC=1C2=C(N=CN1)C=CS2 (4-Chlorothieno[3,2-d]pyrimidine), S1C(=CC=C1)COC1=CC=C(N)C=C1 (4-(2-thienylmethoxy)-aniline). Run in CC(C)O (2-propanol). Yields the product Cl.S1C(=CC=C1)COC1=CC=C(NC=2C3=C(N=CN2)C=CS3)C=C1 (4-[4-(2-Thienylmethoxy)anilino]thieno[3,2-d]pyrimidine hydrochloride). Isolated yield 61.0%. RXN SMILES: [Cl:1][C:2]1[C:3]2[S:10][CH:9]=[CH:8][C:4]=2[N:5]=[CH:6][N:7]=1.[S:11]1[CH:15]=[CH:14][CH:13]=[C:12]1[CH2:16][O:17][C:18]1[CH:24]=[CH:23][C:21]([NH2:22])=[CH:20][CH:19]=1>CC(O)C>[ClH:1].[S:11]1[CH:15]=[CH:14][CH:13]=[C:12]1[CH2:16][O:17][C:18]1[CH:24]=[CH:23][C:21]([NH:22][C:2]2[C:3]3[S:10][CH:9]=[CH:8][C:4]=3[N:5]=[CH:6][N:7]=2)=[CH:20][CH:19]=1 |f:3.4|. Reported procedure: 4-Chlorothieno[3,2-d]pyrimidine (0.102 g, 0.60 mmol) and 4-(2-thienylmethoxy)-aniline (prepared according to the published method: WO 96/09294) (0.135 g, 0.66 mmol) were reacted in 2-propanol (5 ml) for 2 hours, according to Procedure A. The product was obtained as a grey-green solid (0.138 g, 61%) with m.p. 181-182° C.; (Found: C, 53.64; H, 3.61; N, 11.04. C17H13N3OS2.HCl.0.25H2O requires: C, 53.68; H, 3.84; N, 11.05%); δH [2H6]-DMSO 11.28 (1H, br s, NH), 8.75 (1H, s, 2-H), 8.45 (1H, d, J 7, 6 ...